Dataset: the Open Reaction Database (ORD), a public repository of structured organic reaction records. Task: describe an organic reaction: reactants, conditions, products, and yield Starting materials: CC(=O)c1ccc(C(C)(C)C)cc1, CCOC(=O)C(=O)OCC, CCO, CC[O-], Cc1ccccc1, [Na+]. The product is CCOC(=O)C(=O)CC(=O)c1ccc(C(C)(C)C)cc1. RXN SMILES: [C:15]([CH3:16])([CH3:17])([CH3:18])[c:19]1[cH:20][cH:21][c:22]([C:25]([CH3:26])=[O:27])[cH:23][cH:24]1.[C:5]([C:6]([O:8][CH2:7][CH3:9])=[O:10])(=[O:11])[O:12][CH2:13][CH3:14].[CH3:28][CH2:29][OH:30].[CH3:2][CH2:3][O-:4].[CH3:31][c:32]1[cH:33][cH:34][cH:35][cH:36][cH:37]1.[Na+:1]>>[C:5]([C:6](=[O:8])[CH2:26][C:25]([c:22]1[cH:21][cH:20][c:19]([C:15]([CH3:16])([CH3:17])[CH3:18])[cH:24][cH:23]1)=[O:27])(=[O:11])[O:12][CH2:13][CH3:14]. Reactants: NC1C(NC2=C(C(=N1)C1=CC=CC=C1)C=CC=C2)=S (3(R,S)-amino-1,3-dihydro-5-phenyl-2H-1,4-benzodiazepin-2-thione), COC=1C=C(C=CC1)N=C=O (3-methoxyphenylisocyanate), ( d ). Solvent: O1CCCC1 (tetrahydrofuran). Run at time 8 hour. Yields the product C1(=CC=CC=C1)C1=NC(C(NC2=C1C=CC=C2)=S)NC(=O)NC2=CC(=CC=C2)OC (N-(2,3-Dihydro-5-phenyl-2-thioxo-1H-1,4-benzodiazepin-3-yl)-N'-(3-methoxyphenyl)-urea). Reaction SMILES: [NH2:1][CH:2]1[N:8]=[C:7]([C:9]2[CH:14]=[CH:13][CH:12]=[CH:11][CH:10]=2)[C:6]2[CH:15]=[CH:16][CH:17]=[CH:18][C:5]=2[NH:4][C:3]1=[S:19].[CH3:20][O:21][C:22]1[CH:23]=[C:24]([N:28]=[C:29]=[O:30])[CH:25]=[CH:26][CH:27]=1>O1CCCC1>[C:9]1([C:7]2[C:6]3[CH:15]=[CH:16][CH:17]=[CH:18][C:5]=3[NH:4][C:3](=[S:19])[CH:2]([NH:1][C:29]([NH:28][C:24]3[CH:25]=[CH:26][CH:27]=[C:22]([O:21][CH3:20])[CH:23]=3)=[O:30])[N:8]=2)[CH:14]=[CH:13][CH:12]=[CH:11][CH:10]=1. Procedure details: Equimolar amounts of 3(R,S)-amino-1,3-dihydro-5-phenyl-2H-1,4-benzodiazepin-2-thione and 3-methoxyphenylisocyanate were mixed in 8 ml of dry tetrahydrofuran at room temperature. The reaction mixture was allowed to stand for 8 hours and was then filtered. The collected solids were washed with tetrahydrofuran and dried in vacuo over P2O5 to give the analytical product: m.p. 229°-231° C. (d). Starting materials: C(Cl)Cl (methylene chloride), ClC(C(OCC1=CC=CC=C1)=N)(Cl)Cl (benzyl trichloroacetoimidate), O[C@H](CC(=O)OC)CCCC (methyl (S)-3-hydroxyheptanoate), O[C@H](CC(=O)OC)CCCC (methyl (S)-3-hydroxyheptanoate), FC(S(=O)(=O)O)(F)F (trifluoromethanesulfonic acid). Run in C1CCCCC1 (cyclohexane). Conditions: temperature 22.5 celsius. The product is C(C1=CC=CC=C1)O[C@H](CC(=O)OC)CCCC (Methyl (S)-3-benzyloxyheptanoate). The yield is 84.5%. RXN SMILES: C(Cl)Cl.ClC(Cl)(Cl)C(=N)O[CH2:8][C:9]1[CH:14]=[CH:13][CH:12]=[CH:11][CH:10]=1.[OH:18][C@@H:19]([CH2:25][CH2:26][CH2:27][CH3:28])[CH2:20][C:21]([O:23][CH3:24])=[O:22].FC(F)(F)S(O)(=O)=O>C1CCCCC1>[CH2:8]([O:18][C@@H:19]([CH2:25][CH2:26][CH2:27][CH3:28])[CH2:20][C:21]([O:23][CH3:24])=[O:22])[C:9]1[CH:14]=[CH:13][CH:12]=[CH:11][CH:10]=1. Procedure: In a 2 flask were charged 275 ml of methylene chloride, 550 ml of cyclohexane, 140 g of benzyl trichloroacetoimidate, and 75 g of methyl (S)-3-hydroxyheptanoate (compound (37), R1 =ethyl), and 6 ml of trifluoromethanesulfonic acid was added thereto over 5 minutes while maintaining at 20 to 25° C., followed by allowing the mixture to react at 35 to 40° C. for 5 hours. The by-produced salt was removed by filtration, and the filtrate was washed with a sodium hydrogencarbonate aqueous solution. The ... The reactants are C(C)OCN1C=CC=2C(=CC=CC12)C(=O)OC (methyl 1-(ethoxymethyl)-1H-indole-4-carboxylate), [OH-].[Na+] (sodium hydroxide). Solvent: CO (methanol). Reaction conditions: temperature 50 celsius, time 3 hour. Yields the product C(C)OCN1C=CC=2C(=CC=CC12)C(=O)O (1-(ethoxymethyl)-1H-indole-4-carboxylic acid). Yield: 96.7%. As a reaction SMILES: [CH2:1]([O:3][CH2:4][N:5]1[C:13]2[CH:12]=[CH:11][CH:10]=[C:9]([C:14]([O:16]C)=[O:15])[C:8]=2[CH:7]=[CH:6]1)[CH3:2].[OH-].[Na+]>CO>[CH2:1]([O:3][CH2:4][N:5]1[C:13]2[CH:12]=[CH:11][CH:10]=[C:9]([C:14]([OH:16])=[O:15])[C:8]=2[CH:7]=[CH:6]1)[CH3:2] |f:1.2|. Reported procedure: To a solution of methyl 1-(ethoxymethyl)-1H-indole-4-carboxylate (135 g, 0.58 mol) in methanol (2 L) is added aqueous sodium hydroxide (68 g, 1.74 mol in 340 mL of H2O). The reaction mixture is stirred at 50° C. for 3 h. The volatiles are removed in vacuo. The residue is acidified with HCl (2 M) until pH=3-4, then extracted with EA (2×700 mL). The combined extracts are washed with aqueous saturated sodium chloride (2×250 mL), dried over anhydrous Na2SO4, and concentrated to yield the title compo...